This data is from the Open Reaction Database (ORD), a public repository of structured organic reaction records. The task is: describe an organic reaction: reactants, conditions, products, and yield Reported procedure: The product was obtained starting from 3-((E)-3-Dimethylamino-acryloyl)-1-(4-trifluoromethoxy-phenyl)-1H-pyridazin-4-one (A-8) and 2,2-difluoro-benzo[1,3]dioxol-5-yl-hydrazine (prepared from the corresponding amino derivative using sodium nitrite and tin(II) chloride as described in J. Med. Chem. 2003, 46, 4676-4686) according to the method described for example 91. MS: M=479.0 (M+H)+ Starting materials: CN(/C=C/C(=O)C1=NN(C=CC1=O)C1=CC=C(C=C1)OC(F)(F)F)C (3-((E)-3-Dimethylamino-acryloyl)-1-(4-trifluoromethoxy-phenyl)-1H-pyridazin-4-one), N(=O)[O-].[Na+] (sodium nitrite), [Sn](Cl)Cl (tin(II) chloride), FC1(OC2=C(O1)C=CC(=C2)NN)F (2,2-difluoro-benzo[1,3]dioxol-5-yl-hydrazine), amino. Yields the product FC1(OC2=C(O1)C=CC(=C2)N2N=CC=C2C2=NN(C=CC2=O)C2=CC=C(C=C2)OC(F)(F)F)F (3-[2-(2,2-Difluoro-benzo[1,3]dioxol-5-yl)-2H-pyrazol-3-yl]-1-(4-trifluoromethoxy-phenyl)-1H-pyridazin-4-one). RXN SMILES: CN(C)/[CH:3]=[CH:4]/[C:5]([C:7]1[C:12](=[O:13])[CH:11]=[CH:10][N:9]([C:14]2[CH:19]=[CH:18][C:17]([O:20][C:21]([F:24])([F:23])[F:22])=[CH:16][CH:15]=2)[N:8]=1)=O.[F:26][C:27]1([F:38])[O:31][C:30]2[CH:32]=[CH:33][C:34]([NH:36][NH2:37])=[CH:35][C:29]=2[O:28]1.N([O-])=O.[Na+].[Sn](Cl)Cl>>[F:38][C:27]1([F:26])[O:31][C:30]2[CH:32]=[CH:33][C:34]([N:36]3[C:5]([C:7]4[C:12](=[O:13])[CH:11]=[CH:10][N:9]([C:14]5[CH:19]=[CH:18][C:17]([O:20][C:21]([F:23])([F:22])[F:24])=[CH:16][CH:15]=5)[N:8]=4)=[CH:4][CH:3]=[N:37]3)=[CH:35][C:29]=2[O:28]1 |f:2.3|.